Dataset: the Open Reaction Database (ORD), a public repository of structured organic reaction records. Task: describe an organic reaction: reactants, conditions, products, and yield Reactants: CC(=O)O, O=N[O-], N#Cc1ccc2c(N)n[nH]c2c1, [Na+]. The product is N#Cc1ccc2cn[nH]c2c1. Reaction SMILES: [C:17]([OH:18])(=[O:19])[CH3:20].[N:13]([O-:14])=[O:15].[NH2:1][c:2]1[n:3][nH:4][c:5]2[cH:6][c:7]([C:11]#[N:12])[cH:8][cH:9][c:10]12.[Na+:16]>>[cH:2]1[n:3][nH:4][c:5]2[cH:6][c:7]([C:11]#[N:12])[cH:8][cH:9][c:10]12.